From a dataset of the Open Reaction Database (ORD), a public repository of structured organic reaction records. describe an organic reaction: reactants, conditions, products, and yield Reaction SMILES: C(NC(C)C)(C)C.C([Li])CCC.C([N-]C(C)C)(C)C.[Li+].[C:21]([OH:26])(=[O:25])[CH2:22][CH2:23][CH3:24].[CH2:27](Cl)[C:28]1[CH:33]=[CH:32][CH:31]=[CH:30][CH:29]=1>O1CCCC1.O>[CH2:27]([CH:22]([CH2:23][CH3:24])[C:21]([OH:26])=[O:25])[C:28]1[CH:33]=[CH:32][CH:31]=[CH:30][CH:29]=1 |f:2.3|. Conditions: temperature 0 celsius, time 30 minute. Yield: 77.0%. The solvent is O1CCCC1 (tetrahydrofuran), O (water), O1CCCC1 (tetrahydrofuran). Product: C(C1=CC=CC=C1)C(C(=O)O)CC (2-benzylbutyric acid). The reactants are C(C)(C)[N-]C(C)C.[Li+] (lithium diisopropylamide), C(CCC)(=O)O (n-butyric acid), C(C1=CC=CC=C1)Cl (benzyl chloride), C(C)(C)NC(C)C (Diisopropylamine), C(CCC)[Li] (n-butyllithium). Procedure: Diisopropylamine (3.2 ml) was dissolved in 20 ml of tetrahydrofuran, cooled to 0° C. and treated with 14.2 ml of 1.6M n-butyllithium. After 30 minutes, the lithium diisopropylamide was added to 1 g of n-butyric acid in 75 ml of tetrahydrofuran at -78° C. After 10 minutes the reaction was warmed to -20° C. After 10 more minutes the reaction was warmed slowly to room temperature. The solution was then heated to approximately 35° C. for 30 minutes and then cooled back to room temperature and 1.3 ml... The reactants are ClC1=NC=C(C(=O)NC)C=C1 (6-chloro-N-methyl-nicotinamide), C1(=C(C=CC=C1)[Mg]Cl)C (o-tolylmagnesiumchloride), CN1CCNCC1 (1-methylpiperazine), [NH4+].[Cl-] (NH4Cl), [NH4+].[Cl-] (NH4Cl), [OH-].[Na+] (NaOH). Run in C1CCOC1 (THF). Reaction conditions: time 2 hour. Yields the product CNC(=O)C1=CN=C(CC1C1=C(C=CC=C1)C)N1CCN(CC1)C ((RS)-6-(4-Methyl-piperazin-1-yl)4-o-tolyl-4,5-dihydro-pyridine-3-carboxylic acid methylamide). Yield: 94.0%. Reaction SMILES: Cl[C:2]1[CH:11]=[CH:10][C:5]([C:6]([NH:8][CH3:9])=[O:7])=[CH:4][N:3]=1.[C:12]1([CH3:20])[CH:17]=[CH:16][CH:15]=[CH:14][C:13]=1[Mg]Cl.[NH4+].[Cl-].[CH3:23][N:24]1[CH2:29][CH2:28][NH:27][CH2:26][CH2:25]1.[OH-].[Na+]>C1COCC1>[CH3:9][NH:8][C:6]([C:5]1[CH:10]([C:13]2[CH:14]=[CH:15][CH:16]=[CH:17][C:12]=2[CH3:20])[CH2:11][C:2]([N:27]2[CH2:28][CH2:29][N:24]([CH3:23])[CH2:25][CH2:26]2)=[N:3][CH:4]=1)=[O:7] |f:2.3,5.6|. Procedure details: A solution of 3.0 g (17.6 mmol) 6-chloro-N-methyl-nicotinamide in 42.0 ml THF was treated at 4° C. dropwise over 15 min. with 43.8 ml (43.8 mmol) o-tolylmagnesiumchloride-solution (1M in THF). The reaction mixture was stirred for 2 h at r.t., cooled to 0° C. and treated dropwise with 50 ml 5% aqueous NH4Cl. The aqueous phase was separated and extracted twice with toluene and the organic phases were washed twice with 5% aqueous NH4Cl. The combined organic phases were dried over Na2SO4 and filtrat... The reactants are CS(=O)(=O)Cl, O=C(Nc1ccc(C(=O)N2CCCC(CCO)c3cc(Cl)ccc32)cn1)c1ccccc1Cl, O, c1ccncc1. Yields the product CS(=O)(=O)OCCC1CCCN(C(=O)c2ccc(NC(=O)c3ccccc3Cl)nc2)c2ccc(Cl)cc21. RXN SMILES: [CH3:34][S:35]([Cl:36])(=[O:37])=[O:38].[Cl:1][c:2]1[cH:3][cH:4][c:5]2[c:6]([cH:33]1)[CH:7]([CH2:30][CH2:31][OH:32])[CH2:8][CH2:9][CH2:10][N:11]2[C:12]([c:13]1[cH:14][n:15][c:16]([NH:19][C:20]([c:21]2[c:22]([Cl:27])[cH:23][cH:24][cH:25][cH:26]2)=[O:28])[cH:17][cH:18]1)=[O:29].[OH2:39].[cH:40]1[cH:41][cH:42][n:43][cH:44][cH:45]1>>[Cl:1][c:2]1[cH:3][cH:4][c:5]2[c:6]([cH:33]1)[CH:7]([CH2:30][CH2:31][O:32][S:35]([CH3:34])(=[O:37])=[O:38])[CH2:8][CH2:9][CH2:10][N:11]2[C:12]([c:13]1[cH:14][n:15][c:16]([NH:19][C:20]([c:21]2[c:22]([Cl:27])[cH:23][cH:24][cH:25][cH:26]2)=[O:28])[cH:17][cH:18]1)=[O:29]. Run at time 12 hour. The product is N1=C(C=CC=C1)COCC=1C=C(C=CC1)N1C=NC2=C1C=CC(=C2)CN2CCCC2 (1-[3-(Pyridin-2-ylmethoxymethyl)-phenyl]-5-pyrrolidin-1-ylmethyl-1H-benzoimidazole). Procedure: A solution of compound 12a (80 mg, 0.15 mmol) and pyrrolidine (0.013 mL) in dichloromethane (10 mL) was stirred for 30 min at RT, then sodium triacetoxyboro-hydride (100 mg) was added to the reaction mixture at 0° C. The mixture was stirred for 12 hours at RT. The reaction mixture was quenched with water and the product was extracted with CH2Cl2 (3×40 mL). The combined organic layers were dried over anhydrous Na2SO4, the solvent was removed under reduced pressure and the crude product was purifi... The yield is 68.0%. Run in ClCCl (dichloromethane). RXN SMILES: [N:1]1[CH:6]=[CH:5][CH:4]=[CH:3][C:2]=1[CH2:7][O:8][CH2:9][C:10]1[CH:11]=[C:12]([N:16]2[C:20]3[CH:21]=[CH:22][C:23]([CH:25]=O)=[CH:24][C:19]=3[N:18]=[CH:17]2)[CH:13]=[CH:14][CH:15]=1.[NH:27]1[CH2:31][CH2:30][CH2:29][CH2:28]1.C(O[BH-](OC(=O)C)OC(=O)C)(=O)C.[Na+]>ClCCl>[N:1]1[CH:6]=[CH:5][CH:4]=[CH:3][C:2]=1[CH2:7][O:8][CH2:9][C:10]1[CH:11]=[C:12]([N:16]2[C:20]3[CH:21]=[CH:22][C:23]([CH2:25][N:27]4[CH2:31][CH2:30][CH2:29][CH2:28]4)=[CH:24][C:19]=3[N:18]=[CH:17]2)[CH:13]=[CH:14][CH:15]=1 |f:2.3|. Starting materials: N1=C(C=CC=C1)COCC=1C=C(C=CC1)N1C=NC2=C1C=CC(=C2)C=O (1-[3-(Pyridin-2-ylmethoxymethyl)-phenyl]-1H-benzoimidazole-5-carbaldehyde), N1CCCC1 (pyrrolidine), C(C)(=O)O[BH-](OC(C)=O)OC(C)=O.[Na+] (sodium triacetoxyboro-hydride). Solvent: C(C)OCC (diethyl ether). As a reaction SMILES: [CH2:1]([C:3]1[CH:12]=[C:11]([C:13]([F:16])([F:15])[F:14])[C:10]2[C:9](=[O:17])[NH:8][C@@H:7]3[CH2:18][N:19](C(OC(C)(C)C)=O)[CH2:20][C@H:6]3[C:5]=2[CH:4]=1)[CH3:2].[ClH:28]>C(OCC)C>[ClH:28].[CH2:1]([C:3]1[CH:12]=[C:11]([C:13]([F:14])([F:15])[F:16])[C:10]2[C:9](=[O:17])[NH:8][C@@H:7]3[CH2:18][NH:19][CH2:20][C@H:6]3[C:5]=2[CH:4]=1)[CH3:2] |f:3.4|. Run at time 5 minute. Reactants: C(C)C1=CC=2[C@H]3[C@H](NC(C2C(=C1)C(F)(F)F)=O)CN(C3)C(=O)OC(C)(C)C ((3aS,9bR)-tert-butyl 8-ethyl-5-oxo-6-(trifluoromethyl)-3,3a,4,5-tetrahydro-1H-pyrrolo[3,4-c]isoquinoline-2(9bH)-carboxylate), Cl (HCl). Yields the product Cl.C(C)C1=CC=2[C@H]3[C@H](NC(C2C(=C1)C(F)(F)F)=O)CNC3 ((3aS,9bR)-8-Ethyl-6-(trifluoromethyl)-2,3,3a,4-tetrahydro-1H-pyrrolo[3,4-c]isoquinolin-5(9bH)-one hydrochloride). Isolated yield 86.0%. Procedure details: To a solution of (3aS,9bR)-tert-butyl 8-ethyl-5-oxo-6-(trifluoromethyl)-3,3a,4,5-tetrahydro-1H-pyrrolo[3,4-c]isoquinoline-2(9bH)-carboxylate, the second eluting peak from Example 45, Part H (63 mg, 0.16 mmol) in 2 mL of diethyl ether was added 1 mL of 12 N HCl. The resulting mixture was stirred vigorously for 5 min at ambient temperature and then was concentrated and dried in vacuo. The resulting white solid was triturated twice with diethyl ether and dried in vacuo to afford 45 mg (86%) of the ... Reactants: CCCCCCCCC#Cc1ccc(CN(C(=O)CCCCC)c2cccc(C(=O)OC)c2)cc1, CO, [Na+], [OH-]. The product is CCCCCCCCC#Cc1ccc(CN(C(=O)CCCCC)c2cccc(C(=O)O)c2)cc1. Reaction SMILES: [C:1](#[C:2][CH2:3][CH2:4][CH2:5][CH2:6][CH2:7][CH2:8][CH2:9][CH3:10])[c:11]1[cH:12][cH:13][c:14]([CH2:15][N:16]([c:17]2[cH:18][c:19]([C:20](=[O:21])[O:22][CH3:23])[cH:24][cH:25][cH:26]2)[C:27]([CH2:28][CH2:29][CH2:30][CH2:31][CH3:32])=[O:33])[cH:34][cH:35]1.[CH3:38][OH:39].[Na+:37].[OH-:36]>>[C:1](#[C:2][CH2:3][CH2:4][CH2:5][CH2:6][CH2:7][CH2:8][CH2:9][CH3:10])[c:11]1[cH:12][cH:13][c:14]([CH2:15][N:16]([c:17]2[cH:18][c:19]([C:20](=[O:21])[OH:22])[cH:24][cH:25][cH:26]2)[C:27]([CH2:28][CH2:29][CH2:30][CH2:31][CH3:32])=[O:33])[cH:34][cH:35]1.